From a dataset of the Open Reaction Database (ORD), a public repository of structured organic reaction records. describe an organic reaction: reactants, conditions, products, and yield The reactants are C1(CCCCC1)C(C=1OC2=C(C1C)C=C(C=C2)OCC2=CC(=NC=C2)F)NC2=CC=C(C=C2)C(=O)NCCC(=O)OCC (Ethyl 3-[({4-[(cyclohexyl{5-[(2-fluoropyridin-4-yl)methoxy]-3-methyl-1-benzofuran-2-yl}methyl)amino]phenyl}carbonyl)amino]propanoate), C1(CCCCC1)C(C=1OC2=C(C1C)C=C(C=C2)OCC2=CC(=NC=C2)F)NC2=CC=C(C=C2)C(=O)NCCC(=O)OCC (ethyl 3-[({4-[(cyclohexyl{5-[(2-fluoropyridin-4-yl)methoxy]-3-methyl-1-benzofuran-2-yl}methyl)amino]phenyl}carbonyl)amino]propanoate), [OH-].[Na+] (sodium hydroxide). The solvent is C(C)O (ethanol). Run at time 0.5 hour. Product: C1(CCCCC1)C(C=1OC2=C(C1C)C=C(C=C2)OCC2=CC(=NC=C2)F)NC2=CC=C(C=C2)C(=O)NCCC(=O)O (3-[({4-[(cyclohexyl{5-[(2-fluoropyridin-4-yl)methoxy]-3-methyl-1-benzofuran-2-yl}methyl)amino]phenyl}carbonyl)amino]propanoic acid). Isolated yield 74.4%. RXN SMILES: [CH:1]1([CH:7]([NH:27][C:28]2[CH:33]=[CH:32][C:31]([C:34]([NH:36][CH2:37][CH2:38][C:39]([O:41]CC)=[O:40])=[O:35])=[CH:30][CH:29]=2)[C:8]2[O:9][C:10]3[CH:17]=[CH:16][C:15]([O:18][CH2:19][C:20]4[CH:25]=[CH:24][N:23]=[C:22]([F:26])[CH:21]=4)=[CH:14][C:11]=3[C:12]=2[CH3:13])[CH2:6][CH2:5][CH2:4][CH2:3][CH2:2]1.[OH-].[Na+]>C(O)C>[CH:1]1([CH:7]([NH:27][C:28]2[CH:33]=[CH:32][C:31]([C:34]([NH:36][CH2:37][CH2:38][C:39]([OH:41])=[O:40])=[O:35])=[CH:30][CH:29]=2)[C:8]2[O:9][C:10]3[CH:17]=[CH:16][C:15]([O:18][CH2:19][C:20]4[CH:25]=[CH:24][N:23]=[C:22]([F:26])[CH:21]=4)=[CH:14][C:11]=3[C:12]=2[CH3:13])[CH2:6][CH2:5][CH2:4][CH2:3][CH2:2]1 |f:1.2|. Reported procedure: Ethyl 3-[({4-[(cyclohexyl{5-[(2-fluoropyridin-4-yl)methoxy]-3-methyl-1-benzofuran-2-yl}methyl)amino]phenyl}carbonyl)amino]propanoate (0.24 g) synthesized in the above-mentioned (2) was dissolved in ethanol (3 mL), 1N aqueous sodium hydroxide solution (1.0 mL) was added to the solution at room temperature, and the mixture was stirred at room temperature for 0.5 hr. Ethanol was evaporated under reduced pressure, and 1N hydrochloric acid (1.0 mL) was added to the residue. The precipitate was washed...